From a dataset of the Open Reaction Database (ORD), a public repository of structured organic reaction records. describe an organic reaction: reactants, conditions, products, and yield Reactants: CC(=O)O, Cl, O=[N+]([O-])c1ccc(CCN2CCCCC2)cc1, [Na+], [OH-], O. Product: Nc1ccc(CCN2CCCCC2)cc1. RXN SMILES: [CH3:18][C:19](=[O:20])[OH:21].[ClH:25].[N+:1]([O-:2])(=[O:3])[c:4]1[cH:5][cH:6][c:7]([CH2:10][CH2:11][N:12]2[CH2:13][CH2:14][CH2:15][CH2:16][CH2:17]2)[cH:8][cH:9]1.[Na+:24].[OH-:23].[OH2:22]>>[NH2:1][c:4]1[cH:5][cH:6][c:7]([CH2:10][CH2:11][N:12]2[CH2:13][CH2:14][CH2:15][CH2:16][CH2:17]2)[cH:8][cH:9]1. Starting materials: [SH-].[Na+] (sodium hydrosulfide), C(C)(C)N(CC)C(C)C (diisopropylethylamine), C(C)(=O)OCC (ethyl acetate), C(C1=CC=CC=C1)(C1=CC=CC=C1)(C1=CC=CC=C1)N[C@H]1[C@@H]2N(C(=C(CS2)OP(=O)(C2=CC=CC=C2)C2=CC=CC=C2)C(=O)OC(C2=CC=CC=C2)C2=CC=CC=C2)C1=O (benzhydryl 7β-tritylamino-3-diphenylphosphoryloxy-3-cephem-4-carboxylate), ICC(=O)N (iodoacetamide). Solvent: CN(C=O)C (N,N-dimethylformamide), CN(C=O)C (N,N-dimethylformamide). Run at time 1 hour. Product: C(C1=CC=CC=C1)(C1=CC=CC=C1)(C1=CC=CC=C1)N[C@H]1[C@@H]2N(C(=C(CS2)CC(N)=O)C(=S)OC(C2=CC=CC=C2)C2=CC=CC=C2)C1=O (benzhydryl 7β -tritylamino-3-carbamoylmethylthio-3-cephem-4-carboxylate). Yield: 46.1%. Reaction SMILES: [C:1]([NH:20][C@@H:21]1[C:59](=[O:60])[N:23]2[C:24]([C:43]([O:45][CH:46]([C:53]3[CH:58]=CC=C[CH:54]=3)[C:47]3[CH:52]=[CH:51][CH:50]=[CH:49][CH:48]=3)=O)=[C:25](OP(C3C=CC=CC=3)(C3C=CC=CC=3)=O)[CH2:26][S:27][C@H:22]12)([C:14]1[CH:19]=[CH:18][CH:17]=[CH:16][CH:15]=1)([C:8]1[CH:13]=[CH:12][CH:11]=[CH:10][CH:9]=1)[C:2]1[CH:7]=[CH:6][CH:5]=[CH:4][CH:3]=1.[SH-:61].[Na+].I[CH2:64][C:65]([NH2:67])=[O:66].C(OCC)(=O)C.[CH:74](N(C(C)C)CC)([CH3:76])[CH3:75]>CN(C)C=O>[C:1]([NH:20][C@@H:21]1[C:59](=[O:60])[N:23]2[C:24]([C:43]([O:45][CH:46]([C:53]3[CH:58]=[CH:76][CH:74]=[CH:75][CH:54]=3)[C:47]3[CH:48]=[CH:49][CH:50]=[CH:51][CH:52]=3)=[S:61])=[C:25]([CH2:64][C:65](=[O:66])[NH2:67])[CH2:26][S:27][C@H:22]12)([C:8]1[CH:13]=[CH:12][CH:11]=[CH:10][CH:9]=1)([C:14]1[CH:19]=[CH:18][CH:17]=[CH:16][CH:15]=1)[C:2]1[CH:7]=[CH:6][CH:5]=[CH:4][CH:3]=1 |f:1.2|. Procedure details: To a cooled (-25° C.) solution of 1.47 g (1.72 mM) of benzhydryl 7β-tritylamino-3-diphenylphosphoryloxy-3-cephem-4-carboxylate in 15 ml of N,N-dimethylformamide were added a solution of 0.15 g (1.89 mM) of 70% sodium hydrosulfide in 5 ml of N,N-dimethylformamide and 0.33 g (2.58 mM) of diisopropylethylamine. The mixture was stirred at -20° to -15° C. for one hour, and 0.64 g (3.44 mM) of iodoacetamide was added at the same temperature, and the mixture was stirred for one hour. After the reaction... The reactants are BrC1=C(C=O)C=C(C=C1)O[Si](C1=CC=CC=C1)(C1=CC=CC=C1)C(C)(C)C (2-bromo-5-(tert-butyldiphenylsilyloxy)-benzaldehyde), C(#N)[BH3-].[Na+] (Sodium cyanoborohydride). The solvent is CO (methanol), C(C)(=O)[O-].[NH4+] (ammonium acetate). Product: BrC1=C(C=C(C=C1)O[Si](C1=CC=CC=C1)(C1=CC=CC=C1)C(C)(C)C)CN ([2-bromo-5-(tert-butyldiphenylsilyloxy)-phenyl]methylamine). As a reaction SMILES: [Br:1][C:2]1[CH:9]=[CH:8][C:7]([O:10][Si:11]([C:24]([CH3:27])([CH3:26])[CH3:25])([C:18]2[CH:23]=[CH:22][CH:21]=[CH:20][CH:19]=2)[C:12]2[CH:17]=[CH:16][CH:15]=[CH:14][CH:13]=2)=[CH:6][C:3]=1[CH:4]=O.C([BH3-])#[N:29].[Na+]>CO.C([O-])(=O)C.[NH4+]>[Br:1][C:2]1[CH:9]=[CH:8][C:7]([O:10][Si:11]([C:24]([CH3:25])([CH3:26])[CH3:27])([C:12]2[CH:17]=[CH:16][CH:15]=[CH:14][CH:13]=2)[C:18]2[CH:23]=[CH:22][CH:21]=[CH:20][CH:19]=2)=[CH:6][C:3]=1[CH2:4][NH2:29] |f:1.2,4.5|. Procedure: The product from Step A is dissolved in methanol saturated with ammonium acetate. Sodium cyanoborohydride is added in portions at 0° C., and the reaction stirred at room temperature until complete. The reaction is quenched by the addition of saturated aqueous ammonium chloride and stirred until hydrogen evolution ceases. The resulting suspension is concentrated in vacuo and then partitioned between methylene chloride and saturated aqueous sodium bicarbonate. The layers are separated and the aque... Reactants: ethyl acetate-hexanes, amine, FC(C(CC1=CNC2=CC=CC=C12)N)(F)F (2,2,2-trifluoro-1-(1H-indol-3-ylmethyl)ethylamine), C1(=CC=CC=C1)S(=O)(=O)Cl (benzenesulfonyl chloride). Run in N1=CC=CC=C1 (pyridine), Cl (HCl). Run at temperature 45 celsius, time 18 hour. Yields the product FC(C(CC1=CNC2=CC=CC=C12)NS(=O)(=O)C1=CC=CC=C1)(F)F (N-[2,2,2-Trifluoro-1-(1H-indol-3-ylmethyl)ethyl]benzenesulfonamide). Yield: 66.4%. As a reaction SMILES: [F:1][C:2]([F:16])([F:15])[CH:3]([NH2:14])[CH2:4][C:5]1[C:13]2[C:8](=[CH:9][CH:10]=[CH:11][CH:12]=2)[NH:7][CH:6]=1.[C:17]1([S:23](Cl)(=[O:25])=[O:24])[CH:22]=[CH:21][CH:20]=[CH:19][CH:18]=1>N1C=CC=CC=1.Cl>[F:16][C:2]([F:1])([F:15])[CH:3]([NH:14][S:23]([C:17]1[CH:22]=[CH:21][CH:20]=[CH:19][CH:18]=1)(=[O:25])=[O:24])[CH2:4][C:5]1[C:13]2[C:8](=[CH:9][CH:10]=[CH:11][CH:12]=2)[NH:7][CH:6]=1. Procedure details: A mixture of 40 mg (0.18 mmol) of 2,2,2-trifluoro-1-(1H-indol-3-ylmethyl)ethylamine and 30 μL (0.23 mmol) of benzenesulfonyl chloride in 1 mL of pyridine was warmed at 45° C. The reaction was monitored by TLC (ethyl acetate-hexanes (25:75)) indicating a new less polar product compared to amine. The mixture stirred for 18 hours at 45° C. and over the weekend at room temperature. The mixture was diluted with 7 mL of 1 N aqueous HCl and extracted with three 7 mL portions of ethyl acetate. The combi... The reactants are Cc1ccccc1, O=CO, COC=C1CCC(C#Cc2ccc(-c3ccc(F)cc3)cc2)CC1. The product is O=CC1CCC(C#Cc2ccc(-c3ccc(F)cc3)cc2)CC1. Reaction SMILES: [CH3:28][c:29]1[cH:30][cH:31][cH:32][cH:33][cH:34]1.[CH:25]([OH:26])=[O:27].[F:1][c:2]1[cH:3][cH:4][c:5](-[c:8]2[cH:9][cH:10][c:11]([C:14]#[C:15][CH:16]3[CH2:17][CH2:18][C:19](=[CH:22][O:23][CH3:24])[CH2:20][CH2:21]3)[cH:12][cH:13]2)[cH:6][cH:7]1>>[F:1][c:2]1[cH:3][cH:4][c:5](-[c:8]2[cH:9][cH:10][c:11]([C:14]#[C:15][CH:16]3[CH2:17][CH2:18][CH:19]([CH:22]=[O:23])[CH2:20][CH2:21]3)[cH:12][cH:13]2)[cH:6][cH:7]1.